Dataset: the Open Reaction Database (ORD), a public repository of structured organic reaction records. Task: describe an organic reaction: reactants, conditions, products, and yield Reactants: ClC1=C2C(NC(=N1)C)=CC(=N2)C2=CC=CC=C2 (4-chloro-2-methyl-6-phenylpyrrolo[3,2-d]pyrimidine), FC(C=1C=C(C=CC1)B(O)O)(F)F (3-(trifluoromethyl)phenylboronic acid), C1(=CC=CC=C1)P(C1=CC=CC=C1)C1=CC=CC=C1 (triphenylphosphine), C(=O)([O-])[O-].[Na+].[Na+] (Na2CO3). Reagents/catalysts: C=1C=CC(=CC1)/C=C/C(=O)/C=C/C2=CC=CC=C2.C=1C=CC(=CC1)/C=C/C(=O)/C=C/C2=CC=CC=C2.C=1C=CC(=CC1)/C=C/C(=O)/C=C/C2=CC=CC=C2.[Pd].[Pd] (tris(dibenzylideneacetone)dipalladium(0)). The solvent is O (H2O), C(C)O (ethanol), C1(=CC=CC=C1)C (toluene). Yields the product CC1=NC(=C2C(N1)=CC(=N2)C2=CC=CC=C2)C2=CC(=CC=C2)C(F)(F)F (2-Methyl-6-phenyl-4-[3-(trifluoromethyl)phenyl]pyrrolo[3,2-d]pyrimidine). As a reaction SMILES: Cl[C:2]1[N:7]=[C:6]([CH3:8])[NH:5][C:4]2=[CH:9][C:10]([C:12]3[CH:17]=[CH:16][CH:15]=[CH:14][CH:13]=3)=[N:11][C:3]=12.[F:18][C:19]([F:30])([F:29])[C:20]1[CH:21]=[C:22](B(O)O)[CH:23]=[CH:24][CH:25]=1.C1(P(C2C=CC=CC=2)C2C=CC=CC=2)C=CC=CC=1.C([O-])([O-])=O.[Na+].[Na+]>O.C1C=CC(/C=C/C(/C=C/C2C=CC=CC=2)=O)=CC=1.C1C=CC(/C=C/C(/C=C/C2C=CC=CC=2)=O)=CC=1.C1C=CC(/C=C/C(/C=C/C2C=CC=CC=2)=O)=CC=1.[Pd].[Pd].C(O)C.C1(C)C=CC=CC=1>[CH3:8][C:6]1[NH:5][C:4]2=[CH:9][C:10]([C:12]3[CH:17]=[CH:16][CH:15]=[CH:14][CH:13]=3)=[N:11][C:3]2=[C:2]([C:24]2[CH:23]=[CH:22][CH:21]=[C:20]([C:19]([F:30])([F:29])[F:18])[CH:25]=2)[N:7]=1 |f:3.4.5,7.8.9.10.11|. Procedure details: A mixture of 4-chloro-2-methyl-6-phenylpyrrolo[3,2-d]pyrimidine (Example 1(e)) (50 mg, 0.21 mmol), 3-(trifluoromethyl)phenylboronic acid (Fluka) (55 mg, 0.287 mmol, 1.4 eq), tris(dibenzylideneacetone)dipalladium(0) (Aldrich Chemical Company) (4.7 mg, 0.0051 mmol, 0.025 eq) and triphenylphosphine (Aldrich Chemical Company) (10.8 mg, 0.041 mmol, 0.2 eq) in a mixed solvent (600 μL of toluene, 300 μL of 1.0 M Na2CO3, and 150 μL of ethanol) was heated at reflux under N2 for 19 h. Upon cooling to the ...